This data is from the Open Reaction Database (ORD), a public repository of structured organic reaction records. The task is: describe an organic reaction: reactants, conditions, products, and yield Starting materials: O=C1CCC(=O)N1Br, ClCCl, Cc1ccc(CCCO)s1, c1ccc(P(c2ccccc2)c2ccccc2)cc1. Yields the product Cc1ccc(CCCBr)s1. RXN SMILES: [Br:30][N:31]1[C:32](=[O:33])[CH2:34][CH2:35][C:36]1=[O:37].[CH2:38]([Cl:39])[Cl:40].[CH3:1][c:2]1[cH:3][cH:4][c:5]([CH2:7][CH2:8][CH2:9][OH:10])[s:6]1.[c:11]1([P:12]([c:13]2[cH:14][cH:15][cH:16][cH:17][cH:18]2)[c:19]2[cH:20][cH:21][cH:22][cH:23][cH:24]2)[cH:25][cH:26][cH:27][cH:28][cH:29]1>>[CH3:1][c:2]1[cH:3][cH:4][c:5]([CH2:7][CH2:8][CH2:9][Br:30])[s:6]1. The reactants are C(=O)(OC(C)(C)C)N1[C@H](C(=O)O)C[C@@H](O)C1 (N-Boc-hydroxyproline), C(C)(C)(C)N (tert-butylamine), C=1C=CC2=C(C1)N=NN2O (HOBt), CCN=C=NCCCN(C)C.Cl (EDC hydrochloride), resultant mixture. Solvent: ClCCl (dichloromethane). Product: N1([C@H](C(=O)NC(C)(C)C)C[C@@H](O)C1)C(=O)OC(C)(C)C (Boc-Hyp-NH-tBu). Isolated yield 189.0%. Reaction SMILES: [C:1]([N:8]1[CH2:16][C@H:14]([OH:15])[CH2:13][C@H:9]1[C:10]([OH:12])=O)([O:3][C:4]([CH3:7])([CH3:6])[CH3:5])=[O:2].[C:17]([NH2:21])([CH3:20])([CH3:19])[CH3:18].C1C=CC2N(O)N=NC=2C=1.CCN=C=NCCCN(C)C.Cl>ClCCl>[N:8]1([C:1]([O:3][C:4]([CH3:5])([CH3:6])[CH3:7])=[O:2])[CH2:16][C@H:14]([OH:15])[CH2:13][C@H:9]1[C:10]([NH:21][C:17]([CH3:20])([CH3:19])[CH3:18])=[O:12] |f:3.4|. Reported procedure: In a dichloromethane solution containing 5.1 g of N-Boc-hydroxyproline (Boc-Hyp-OH), 0.35 g of tert-butylamine, 7.4 g of HOBt and 6.0 g of EDC hydrochloride were added under ice cooling and the resultant mixture was stirred overnight at room temperature. The reaction mixture was treated similarly to that in Example 144 (Process 2) to give 2.59 g of the title compound. Starting materials: O=C(CC(=O)OC)CCCC (methyl 3-oxoheptanoate), BrC1=CC=C(C=O)C=C1 (4-bromobenzaldehyde), N1CCCCC1 (piperidine), C(C)(=O)O (acetic acid). The solvent is C1(=CC=CC=C1)C (toluene). The product is BrC1=CC=C(C=C1)C=C(C(=O)OC)C(CCCC)=O (Methyl 2-[(4-bromophenyl)methylene]-3-oxoheptanoate). As a reaction SMILES: [O:1]=[C:2]([CH2:8][CH2:9][CH2:10][CH3:11])[CH2:3][C:4]([O:6][CH3:7])=[O:5].[Br:12][C:13]1[CH:20]=[CH:19][C:16]([CH:17]=O)=[CH:15][CH:14]=1.N1CCCCC1.C(O)(=O)C>C1(C)C=CC=CC=1>[Br:12][C:13]1[CH:20]=[CH:19][C:16]([CH:17]=[C:3]([C:2](=[O:1])[CH2:8][CH2:9][CH2:10][CH3:11])[C:4]([O:6][CH3:7])=[O:5])=[CH:15][CH:14]=1. Procedure: A mixture of 1.58 g (10 mmol) of methyl 3-oxoheptanoate, 1.85 g (10 mmol) of 4-bromobenzaldehyde, 0.04 ml of piperidine, 0.12 ml of acetic acid and 10 ml of toluene is heated to the refluxing temperature in a 25-ml round-bottomed flask equipped with a Dean and Stark apparatus. After two hours of heating, the theoretical amount of water is recovered and the toluene is evaporated off under vacuum. Run at time 3 day. As a reaction SMILES: [Cl:1][S:2]([OH:5])(=O)=[O:3].[Cl:6][C:7]1[C:12]([Cl:13])=[C:11]([F:14])[CH:10]=[CH:9][CH:8]=1>ClCCl>[Cl:6][C:7]1[C:12]([Cl:13])=[C:11]([F:14])[CH:10]=[CH:9][C:8]=1[S:2]([Cl:1])(=[O:5])=[O:3]. Yields the product ClC1=C(C=CC(=C1Cl)F)S(=O)(=O)Cl (2,3-Dichloro-4-fluorobenzenesulphonyl chloride). Procedure: Chlorosulphonic acid (12.1 mL) was added dropwise to a solution of 2,3-dichloro-4-fluorobenzene (5.0 g) in dichloromethane (12 mL) at −40° C. The solution was allowed to slowly warm to room temperature and was stirred for 3 days. The solution was poured onto crushed ice/water, extracted into dichloromethane and concentrated under reduced pressure. Purified by silica gel chromatography eluting with dichloromethane/iso-hexane mixtures. Yield 4.2 g The reactants are ClS(=O)(=O)O (Chlorosulphonic acid), ClC1=CC=CC(=C1Cl)F (2,3-dichloro-4-fluorobenzene), ice water. Solvent: ClCCl (dichloromethane). As a reaction SMILES: [CH2:40]1[O:41][CH2:42][CH2:43][CH2:44]1.[CH3:28][C:29]([O-:30])([CH3:31])[CH3:32].[CH3:34][CH:35]([C:36](=[O:37])[Cl:38])[CH3:39].[F:1][c:2]1[cH:3][cH:4][c:5](-[n:8]2[n:9][cH:10][c:11]3[cH:12][c:13]([O:17][CH:18]([C:19](=[O:20])[NH2:21])[c:22]4[cH:23][cH:24][cH:25][cH:26][cH:27]4)[cH:14][cH:15][c:16]23)[cH:6][cH:7]1.[K+:33]>>[F:1][c:2]1[cH:3][cH:4][c:5](-[n:8]2[n:9][cH:10][c:11]3[cH:12][c:13]([O:17][CH:18]([C:19](=[O:20])[NH:21][C:36]([CH:35]([CH3:34])[CH3:39])=[O:37])[c:22]4[cH:23][cH:24][cH:25][cH:26][cH:27]4)[cH:14][cH:15][c:16]23)[cH:6][cH:7]1. Product: CC(C)C(=O)NC(=O)C(Oc1ccc2c(cnn2-c2ccc(F)cc2)c1)c1ccccc1. Starting materials: C1CCOC1, CC(C)(C)[O-], CC(C)C(=O)Cl, NC(=O)C(Oc1ccc2c(cnn2-c2ccc(F)cc2)c1)c1ccccc1, [K+].